This data is from the Open Reaction Database (ORD), a public repository of structured organic reaction records. The task is: describe an organic reaction: reactants, conditions, products, and yield Starting materials: NC1=CC2=C(CCC(C(N2)=O)NC(C(F)(F)F)=O)C=C1 (N-(8-Amino-2-oxo-2,3,4,5-tetrahydro-1H-1-benzazepin-3-yl)-2,2,2-trifluoro-acetamide), CS(=O)C1=NN2C(C=N1)=CC=C2C2=CC=C(C=C2)S(=O)(=O)C (2-Methanesulfinyl-7-(4-methanesulfonyl-phenyl)-pyrrolo[2,1-f][1,2,4]triazine), [F-].[Cs+] (Cesium fluoride), C(C)(C)N(C(C)C)CC (N,N-Diisopropylethylamine). Solvent: C(C)(C)(C)O (tert-Butyl alcohol). Conditions: temperature 130 celsius. Product: FC(C(=O)NC1CCC2=C(NC1=O)C=C(C=C2)NC2=NN1C(C=N2)=CC=C1C1=CC=C(C=C1)S(=O)(=O)C)(F)F (2,2,2-Trifluoro-N-{8-[7-(4-methanesulfonyl-phenyl)-pyrrolo[2,1-f][1,2,4]triazin-2-ylamino]-2-oxo-2,3,4,5-tetrahydro-1H-benzo[b]azepin-3-yl}-acetamide). Yield: 32.7%. RXN SMILES: [NH2:1][C:2]1[CH:20]=[CH:19][C:5]2[CH2:6][CH2:7][CH:8]([NH:12][C:13](=[O:18])[C:14]([F:17])([F:16])[F:15])[C:9](=[O:11])[NH:10][C:4]=2[CH:3]=1.CS([C:24]1[N:29]=[CH:28][C:27]2=[CH:30][CH:31]=[C:32]([C:33]3[CH:38]=[CH:37][C:36]([S:39]([CH3:42])(=[O:41])=[O:40])=[CH:35][CH:34]=3)[N:26]2[N:25]=1)=O.[F-].[Cs+].C(N(CC)C(C)C)(C)C>C(O)(C)(C)C>[F:16][C:14]([F:17])([F:15])[C:13]([NH:12][CH:8]1[C:9](=[O:11])[NH:10][C:4]2[CH:3]=[C:2]([NH:1][C:24]3[N:29]=[CH:28][C:27]4=[CH:30][CH:31]=[C:32]([C:33]5[CH:34]=[CH:35][C:36]([S:39]([CH3:42])(=[O:41])=[O:40])=[CH:37][CH:38]=5)[N:26]4[N:25]=3)[CH:20]=[CH:19][C:5]=2[CH2:6][CH2:7]1)=[O:18] |f:2.3|. Procedure: Into a 8-dram vial, N-(8-Amino-2-oxo-2,3,4,5-tetrahydro-1H-1-benzazepin-3-yl)-2,2,2-trifluoro-acetamide (39.4 mg, 0.137 mmol), 2-Methanesulfinyl-7-(4-methanesulfonyl-phenyl)-pyrrolo[2,1-f][1,2,4]triazine (105 mg, 0.313 mmol), Cesium fluoride (41.7 mg, 0.274 mmol), tert-Butyl alcohol (0.80 mL) and N,N-Diisopropylethylamine (0.0478 mL, 0.274 mmol) were added. The reaction mixture was heated at 130° C. overnight. HPLC suggested no starting material. The solvent was evaporated. The reaction mixture ... The reactants are Intermediate 1, Cl.Cl.N12C[C@@H](C(CC1)CC2)N ((R)-1-azabicyclo[2.2.2]oct-3-ylamine dihydrochloride), IC=1C=C(C(=O)O)C=CC1 (3-iodobenzoic acid). Yields the product hydrochloride salt, N12C[C@@H](C(CC1)CC2)NC(C2=CC(=CC=C2)I)=O ((R)-N-(1-Azabicyclo[2.2.2]oct-3-yl)(3-iodobenzamide)). Reaction SMILES: Cl.Cl.[N:3]12[CH2:10][CH2:9][CH:6]([CH2:7][CH2:8]1)[C@@H:5]([NH2:11])[CH2:4]2.[I:12][C:13]1[CH:14]=[C:15]([CH:19]=[CH:20][CH:21]=1)[C:16](O)=[O:17]>>[N:3]12[CH2:10][CH2:9][CH:6]([CH2:7][CH2:8]1)[C@@H:5]([NH:11][C:16](=[O:17])[C:15]1[CH:19]=[CH:20][CH:21]=[C:13]([I:12])[CH:14]=1)[CH2:4]2 |f:0.1.2|. Procedure: Prepared by a method analogous to that described for the preparation of Intermediate 1 from (R)-1-azabicyclo[2.2.2]oct-3-ylamine dihydrochloride and 3-iodobenzoic acid; the compound was purified by solid phase extraction on silica gel using ammoniated methanol/chloroform mixtures as the eluent followed by reverse phase HPLC on a Waters Bondapak® C18 column using a gradient of acetonitrile and 0.1% aqueous trifluoroacetic acid as the eluent. The product-containing fractions were evaporated, the r... Starting materials: C(C1=CC=CC=C1)O[C@@H]([C@@H](CO)NC=1C=2N(N=CC1C(=O)N)C=C(C2)Br)C (4-(((2R,3R)-3-(benzyloxy)-1-hydroxybutan-2-yl)amino)-6-bromopyrrolo[1,2-b]pyridazine-3-carboxamide), C1(=CC=CC=C1)B(O)O (phenylboronic acid), P(=O)([O-])([O-])[O-].[K+].[K+].[K+] (potassium phosphate). The reagents and catalysts are C(C)(=O)[O-].[Pd+2].C(C)(=O)[O-] (palladium (II) acetate). The solvent is O1CCOCC1 (dioxane). Conditions: temperature 100 celsius. Yields the product C(C1=CC=CC=C1)O[C@@H]([C@@H](CO)NC=1C=2N(N=CC1C(=O)N)C=C(C2)C2=CC=CC=C2)C (4-(((2R,3R)-3-(benzyloxy)-1-hydroxybutan-2-yl)amino)-6-phenylpyrrolo[1,2-b]pyridazine-3-carboxamide). Isolated yield 73.3%. As a reaction SMILES: [CH2:1]([O:8][C@H:9]([CH3:27])[C@H:10]([NH:13][C:14]1[C:15]2[N:16]([CH:23]=[C:24](Br)[CH:25]=2)[N:17]=[CH:18][C:19]=1[C:20]([NH2:22])=[O:21])[CH2:11][OH:12])[C:2]1[CH:7]=[CH:6][CH:5]=[CH:4][CH:3]=1.[C:28]1(B(O)O)[CH:33]=[CH:32][CH:31]=[CH:30][CH:29]=1.P([O-])([O-])([O-])=O.[K+].[K+].[K+]>O1CCOCC1.C([O-])(=O)C.[Pd+2].C([O-])(=O)C>[CH2:1]([O:8][C@H:9]([CH3:27])[C@H:10]([NH:13][C:14]1[C:15]2[N:16]([CH:23]=[C:24]([C:28]3[CH:33]=[CH:32][CH:31]=[CH:30][CH:29]=3)[CH:25]=2)[N:17]=[CH:18][C:19]=1[C:20]([NH2:22])=[O:21])[CH2:11][OH:12])[C:2]1[CH:7]=[CH:6][CH:5]=[CH:4][CH:3]=1 |f:2.3.4.5,7.8.9|. Procedure details: A mixture of 4-(((2R,3R)-3-(benzyloxy)-1-hydroxybutan-2-yl)amino)-6-bromopyrrolo[1,2-b]pyridazine-3-carboxamide (2.98 g, 6.88 mmol), phenylboronic acid (1.677 g, 13.75 mmol), palladium (II) acetate (0.309 g, 1.375 mmol), 2-(dicyclohexylphosphino)-2′,4′,6′-triisopropylbyphenyl (1.311 g, 2.75 mmol) and potassium phosphate, tribasic, 2M (20.63 mL, 41.3 mmol) in dioxane (50 mL) was heated to 100° C. for 1 hr. After cooling to rt, the reaction mixture was filtered through a celite and the filtrate wa... The reactants are C#CCN1CCc2ccc(N)cc2CC1, CS(=O)(=O)NC1CCCCC1Nc1nc(Cl)ncc1Cl. Product: C#CCN1CCc2ccc(Nc3ncc(Cl)c(NC4CCCCC4NS(C)(=O)=O)n3)cc2CC1. As a reaction SMILES: [CH2:1]([C:2]#[CH:3])[N:4]1[CH2:5][CH2:6][c:7]2[c:8]([cH:11][c:12]([NH2:15])[cH:13][cH:14]2)[CH2:9][CH2:10]1.[Cl:16][c:17]1[n:18][cH:19][c:20]([Cl:35])[c:21]([NH:23][CH:24]2[CH:25]([NH:30][S:31](=[O:32])(=[O:33])[CH3:34])[CH2:26][CH2:27][CH2:28][CH2:29]2)[n:22]1>>[CH2:1]([C:2]#[CH:3])[N:4]1[CH2:5][CH2:6][c:7]2[c:8]([cH:11][c:12]([NH:15][c:17]3[n:18][cH:19][c:20]([Cl:35])[c:21]([NH:23][CH:24]4[CH:25]([NH:30][S:31](=[O:32])(=[O:33])[CH3:34])[CH2:26][CH2:27][CH2:28][CH2:29]4)[n:22]3)[cH:13][cH:14]2)[CH2:9][CH2:10]1.